This data is from the Open Reaction Database (ORD), a public repository of structured organic reaction records. The task is: describe an organic reaction: reactants, conditions, products, and yield Starting materials: C(C)(C)(C)OC(CN)=O (glycine tert-butyl ester), C(C)(C)(C)[SiH2]OC(C(CC=O)(CC)CC)(C)C (3-(tert-butyl-dimethyl-silanyloxymethyl)-3-ethyl-pentanal), C(Cl)Cl (CH2Cl2). Yields the product C(C)(C)(C)OC(C/N=C/CC(COC)(C)C)=O ([4-methoxy-3,3-dimethyl-but-(E)-ylideneamino]-acetic acid tert-butyl ester). The yield is 100.0%. As a reaction SMILES: [C:1]([O:5][C:6](=[O:9])[CH2:7][NH2:8])([CH3:4])([CH3:3])[CH3:2].C([SiH2][O:15][C:16](C)(C)[C:17]([CH2:23]C)([CH2:21]C)[CH2:18][CH:19]=O)(C)(C)C.[CH2:27](Cl)Cl>>[C:1]([O:5][C:6](=[O:9])[CH2:7]/[N:8]=[CH:19]/[CH2:18][C:17]([CH3:23])([CH3:21])[CH2:16][O:15][CH3:27])([CH3:4])([CH3:3])[CH3:2]. Reported procedure: Step E In a manner similar to the method described in Example 1a, glycine tert-butyl ester (0.78 g, 5.8 mmol) was reacted with 3-(tert-butyl-dimethyl-silanyloxymethyl)-3-ethyl-pentanal (1.5 g, 5.8 mmol) in CH2Cl2 at room temperature for 18 h to give [4-methoxy-3,3-dimethyl-but-(E)-ylideneamino]-acetic acid tert-butyl ester as a colorless oil (2.2 g, 100%). Starting materials: C(C)(C)(C)OC(=O)N1CCC(CC1)OC1=CC=C(NCC2=CC=C3C=CC(=CC3=C2)C#N)C=C1 (7-[[4-[(1-t-butoxycarbonyl-4-piperidyl)oxy]anilino]methyl]-2-naphthalenecarbonitrile), C(C1=CC=CC=C1)S(=O)(=O)Cl (benzylsulfonyl chloride). Yields the product C(C)(C)(C)OC(=O)N1CCC(CC1)OC1=CC=C(C=C1)N(S(=O)(=O)CC1=CC=CC=C1)CC1=CC2=CC(=CC=C2C=C1)C#N (N-[4-[(1-t-Butoxycarbonyl-4-piperidyl)oxy]phenyl]-N-[(7-cyano-2-naphthyl)methyl]benzylsulfonamide). Reaction SMILES: [C:1]([O:5][C:6]([N:8]1[CH2:13][CH2:12][CH:11]([O:14][C:15]2[CH:34]=[CH:33][C:18]([NH:19][CH2:20][C:21]3[CH:30]=[C:29]4[C:24]([CH:25]=[CH:26][C:27]([C:31]#[N:32])=[CH:28]4)=[CH:23][CH:22]=3)=[CH:17][CH:16]=2)[CH2:10][CH2:9]1)=[O:7])([CH3:4])([CH3:3])[CH3:2].[CH2:35]([S:42](Cl)(=[O:44])=[O:43])[C:36]1[CH:41]=[CH:40][CH:39]=[CH:38][CH:37]=1>>[C:1]([O:5][C:6]([N:8]1[CH2:13][CH2:12][CH:11]([O:14][C:15]2[CH:16]=[CH:17][C:18]([N:19]([CH2:20][C:21]3[CH:22]=[CH:23][C:24]4[C:29](=[CH:28][C:27]([C:31]#[N:32])=[CH:26][CH:25]=4)[CH:30]=3)[S:42]([CH2:35][C:36]3[CH:41]=[CH:40][CH:39]=[CH:38][CH:37]=3)(=[O:44])=[O:43])=[CH:33][CH:34]=2)[CH2:10][CH2:9]1)=[O:7])([CH3:4])([CH3:2])[CH3:3]. Procedure details: Starting compound: 7-[[4-[(1-t-butoxycarbonyl-4-piperidyl)oxy]anilino]methyl]-2-naphthalenecarbonitrile, benzylsulfonyl chloride. As a reaction SMILES: [CH2:34]([c:35]1[cH:36][cH:37][cH:38][cH:39][cH:40]1)[Br:41].[CH3:42][CH2:43][OH:44].[K+:28].[K+:29].[O-:30][C:31]([O-:32])=[O:33].[OH:1][c:2]1[cH:3][cH:4][cH:5][c:6]2[c:7]1[CH2:8][CH2:9][CH:10]([C:14](=[O:15])[N:16]1[CH2:17][CH2:18][CH:19]([c:22]3[cH:23][cH:24][cH:25][cH:26][cH:27]3)[CH2:20][CH2:21]1)[CH2:11][C:12]2=[O:13]>>[O:1]([c:2]1[cH:3][cH:4][cH:5][c:6]2[c:7]1[CH2:8][CH2:9][CH:10]([C:14](=[O:15])[N:16]1[CH2:17][CH2:18][CH:19]([c:22]3[cH:23][cH:24][cH:25][cH:26][cH:27]3)[CH2:20][CH2:21]1)[CH2:11][C:12]2=[O:13])[CH2:34][c:35]1[cH:36][cH:37][cH:38][cH:39][cH:40]1. The product is O=C1CC(C(=O)N2CCC(c3ccccc3)CC2)CCc2c(OCc3ccccc3)cccc21. Reactants: BrCc1ccccc1, CCO, [K+], [K+], O=C([O-])[O-], O=C1CC(C(=O)N2CCC(c3ccccc3)CC2)CCc2c(O)cccc21. The reactants are CC(C)(C)c1cc(C=CC(=O)O)cc(C(C)(C)C)c1O, Cl, Cl, Cl, CCOC(=O)Cc1ccc(CCN2CCNCC2)cc1, BrP(Br)Br, c1ccncc1. The product is CCOC(=O)Cc1ccc(CCN2CCN(C(=O)C=Cc3cc(C(C)(C)C)c(O)c(C(C)(C)C)c3)CC2)cc1. RXN SMILES: [C:1]([CH3:2])([CH3:3])([CH3:4])[c:5]1[cH:6][c:7]([CH:8]=[CH:9][C:10](=[O:11])[OH:12])[cH:13][c:14]([C:17]([CH3:18])([CH3:19])[CH3:20])[c:15]1[OH:16].[ClH:21].[ClH:22].[ClH:47].[N:23]1([CH2:29][CH2:30][c:31]2[cH:32][cH:33][c:34]([CH2:37][C:38](=[O:39])[O:40][CH2:41][CH3:42])[cH:35][cH:36]2)[CH2:24][CH2:25][NH:26][CH2:27][CH2:28]1.[P:43]([Br:44])([Br:45])[Br:46].[cH:48]1[cH:49][cH:50][n:51][cH:52][cH:53]1>>[C:1]([CH3:2])([CH3:3])([CH3:4])[c:5]1[cH:6][c:7]([CH:8]=[CH:9][C:10](=[O:11])[N:26]2[CH2:25][CH2:24][N:23]([CH2:29][CH2:30][c:31]3[cH:32][cH:33][c:34]([CH2:37][C:38](=[O:39])[O:40][CH2:41][CH3:42])[cH:35][cH:36]3)[CH2:28][CH2:27]2)[cH:13][c:14]([C:17]([CH3:18])([CH3:19])[CH3:20])[c:15]1[OH:16]. Starting materials: ClC1=C(C=CC=C1C=1N=C(SC1C1=NC(=NC=C1)Cl)N1CCOCC1)NS(=O)(=O)C1=C(C=CC=C1F)F (N-{2-Chloro-3-[5-(2-chloro-4-pyrimidinyl)-2-(4-morpholinyl)-1,3-thiazol-4-yl]phenyl}-2,6-difluorobenzenesulfonamide), [NH4+].[OH-] (NH4OH). Run in O1CCOCC1 (1,4-dioxane). Conditions: temperature 100 celsius. Product: NC1=NC=CC(=N1)C1=C(N=C(S1)N1CCOCC1)C=1C(=C(C=CC1)NS(=O)(=O)C1=C(C=CC=C1F)F)Cl (N-{3-[5-(2-Amino-4-pyrimidinyl)-2-(4-morpholinyl)-1,3-thiazol-4-yl]-2-chlorophenyl}-2,6-difluorobenzenesulfonamide). Isolated yield 35.0%. As a reaction SMILES: [Cl:1][C:2]1[C:7]([C:8]2[N:9]=[C:10]([N:20]3[CH2:25][CH2:24][O:23][CH2:22][CH2:21]3)[S:11][C:12]=2[C:13]2[CH:18]=[CH:17][N:16]=[C:15](Cl)[N:14]=2)=[CH:6][CH:5]=[CH:4][C:3]=1[NH:26][S:27]([C:30]1[C:35]([F:36])=[CH:34][CH:33]=[CH:32][C:31]=1[F:37])(=[O:29])=[O:28].[NH4+:38].[OH-]>O1CCOCC1>[NH2:38][C:15]1[N:14]=[C:13]([C:12]2[S:11][C:10]([N:20]3[CH2:21][CH2:22][O:23][CH2:24][CH2:25]3)=[N:9][C:8]=2[C:7]2[C:2]([Cl:1])=[C:3]([NH:26][S:27]([C:30]3[C:31]([F:37])=[CH:32][CH:33]=[CH:34][C:35]=3[F:36])(=[O:28])=[O:29])[CH:4]=[CH:5][CH:6]=2)[CH:18]=[CH:17][N:16]=1 |f:1.2|. Reported procedure: In a pressure vessel was placed N-{2-Chloro-3-[5-(2-chloro-4-pyrimidinyl)-2-(4-morpholinyl)-1,3-thiazol-4-yl]phenyl}-2,6-difluorobenzenesulfonamide (300 mg, 0.513 mmol) and NH4OH (2 mL) and 1,4-dioxane (2 mL) were added. The vessel was sealed and heated at 100° C. for 18 h. The reaction mixture was cooled, concentrated onto silica and the residue was column chromatographed to give the title compound (0.10 g, 35% yield). 1H NMR (400 MHz, DMSO-d6) d ppm 10.81 (br. s., 1H), 7.81 (d, J=5.3 Hz, 1H), ... Starting materials: COC=1C=C2C(=CC=NC2=CC1OC)OC1=CC=C(N)C=C1 (4-[(6,7-Dimethoxy-4-quinolyl)oxy]aniline), ClC(Cl)(OC(OC(Cl)(Cl)Cl)=O)Cl (triphosgene), C([O-])(O)=O.[Na+] (sodium bicarbonate), CCCC(CCC)O (4-heptanol). The solvent is C(C)N(CC)CC (triethylamine), C1(=CC=CC=C1)C (toluene), C(Cl)Cl (methylene chloride). Yields the product COC=1C=C2C(=CC=NC2=CC1OC)OC1=CC=C(C=C1)NC(OC(CCC)CCC)=O (1-Propylbutyl N-{4-[(6,7-dimethoxy-4-quinolyl)oxy]phenyl}carbamate). The yield is 64.9%. Reaction SMILES: [CH3:1][O:2][C:3]1[CH:4]=[C:5]2[C:10](=[CH:11][C:12]=1[O:13][CH3:14])[N:9]=[CH:8][CH:7]=[C:6]2[O:15][C:16]1[CH:22]=[CH:21][C:19]([NH2:20])=[CH:18][CH:17]=1.Cl[C:24](Cl)([O:26]C(=O)OC(Cl)(Cl)Cl)Cl.[CH3:35][CH2:36][CH2:37][CH:38]([OH:42])[CH2:39][CH2:40][CH3:41].C(=O)(O)[O-].[Na+]>C(Cl)Cl.C(N(CC)CC)C.C1(C)C=CC=CC=1>[CH3:1][O:2][C:3]1[CH:4]=[C:5]2[C:10](=[CH:11][C:12]=1[O:13][CH3:14])[N:9]=[CH:8][CH:7]=[C:6]2[O:15][C:16]1[CH:22]=[CH:21][C:19]([NH:20][C:24](=[O:26])[O:42][CH:38]([CH2:39][CH2:40][CH3:41])[CH2:37][CH2:36][CH3:35])=[CH:18][CH:17]=1 |f:3.4|. Procedure details: 4-[(6,7-Dimethoxy-4-quinolyl)oxy]aniline (50 mg) was added to toluene (5 ml), and triethylamine (0.5 ml), and the mixture was heated under reflux to prepare a solution. A solution of triphosgene (77 mg) in methylene chloride was then added thereto, and the mixture was heated under reflux for 10 min. Next, 4-heptanol (30 mg) was added thereto, and the mixture was further stirred with heating under reflux for 3 hr. A saturated aqueous sodium bicarbonate solution was added to stop the reaction, and... Starting materials: CC(=O)Nc1cc([N+](=O)[O-])ccc1OCCCN1C(=O)c2ccccc2C1=O, CCCO, NN, O. The product is CC(=O)Nc1cc([N+](=O)[O-])ccc1OCCCN. Reaction SMILES: [C:1]1(=[O:2])[N:5]([CH2:6][CH2:7][CH2:8][O:9][c:10]2[c:11]([NH:19][C:20]([CH3:21])=[O:22])[cH:12][c:13]([N+:16](=[O:17])[O-:18])[cH:14][cH:15]2)[C:3](=[O:4])[c:23]2[cH:24][cH:25][cH:26][cH:27][c:28]21.[CH2:32]([OH:33])[CH2:34][CH3:35].[NH2:30][NH2:31].[OH2:29]>>[NH2:5][CH2:6][CH2:7][CH2:8][O:9][c:10]1[c:11]([NH:19][C:20]([CH3:21])=[O:22])[cH:12][c:13]([N+:16](=[O:17])[O-:18])[cH:14][cH:15]1. Reactants: NC1=C(C(=O)O)C=CC=C1I (2-amino-3-iodo-benzoic acid), [N+](=[N-])=C (diazomethane). Run in CO (methanol), C(C)OCC (diethyl ether), C(C)OCC (diethyl ether). Product: COC(C1=C(C(=CC=C1)I)N)=O (2-Amino-3-iodo-benzoic acid methyl ester). RXN SMILES: [NH2:1][C:2]1[C:10]([I:11])=[CH:9][CH:8]=[CH:7][C:3]=1[C:4]([OH:6])=[O:5].[N+](=[CH2:14])=[N-]>CO.C(OCC)C>[CH3:14][O:5][C:4](=[O:6])[C:3]1[CH:7]=[CH:8][CH:9]=[C:10]([I:11])[C:2]=1[NH2:1]. Procedure: A solution of 2-amino-3-iodo-benzoic acid (2.5 g, 9.5 mmol) in methanol and diethyl ether mixture (15 mL, 8:2) was added a freshly prepared solution of diazomethane gas in diethyl ether until all the starting material is consumed. Reaction mixture was then evaporated under reduced pressure to obtain a yellow solid which was purified by flash column using. 5% ethylacetate in hexane as an eluent. 1.5 g of the required product was isolated as a yellow viscous liquid.